Dataset: the Open Reaction Database (ORD), a public repository of structured organic reaction records. Task: describe an organic reaction: reactants, conditions, products, and yield Starting materials: BrCc1cccc(Br)c1, CC(C)(C)OC(=O)CNS(=O)(=O)c1ccc2c(c1)CCC(C)(C)O2, CC#N. The product is CC(C)(C)OC(=O)CN(Cc1cccc(Br)c1)S(=O)(=O)c1ccc2c(c1)CCC(C)(C)O2. As a reaction SMILES: [Br:25][c:26]1[cH:27][c:28]([CH2:32][Br:33])[cH:29][cH:30][cH:31]1.[CH3:1][C:2]1([CH3:24])[O:3][c:4]2[cH:5][cH:6][c:7]([S:12](=[O:13])(=[O:14])[NH:15][CH2:16][C:17](=[O:18])[O:19][C:20]([CH3:21])([CH3:22])[CH3:23])[cH:8][c:9]2[CH2:10][CH2:11]1.[CH3:34][C:35]#[N:36]>>[CH3:1][C:2]1([CH3:24])[O:3][c:4]2[cH:5][cH:6][c:7]([S:12](=[O:13])(=[O:14])[N:15]([CH2:16][C:17](=[O:18])[O:19][C:20]([CH3:21])([CH3:22])[CH3:23])[CH2:32][c:28]3[cH:27][c:26]([Br:25])[cH:31][cH:30][cH:29]3)[cH:8][c:9]2[CH2:10][CH2:11]1. Reactants: CO, NN, CC(C)CC(C(=O)NN(CCN1C(=O)c2ccccc2C1=O)S(C)(=O)=O)C(CC=Cc1ccccc1)C(=O)NOC1CCCCO1, O. Product: CC(C)CC(C(=O)NN(CCN)S(C)(=O)=O)C(CC=Cc1ccccc1)C(=O)NOC1CCCCO1. RXN SMILES: [CH3:50][OH:51].[NH2:48][NH2:49].[O:1]1[CH:2]([O:7][NH:8][C:9](=[O:10])[CH:11]([CH2:12][CH:13]=[CH:14][c:15]2[cH:16][cH:17][cH:18][cH:19][cH:20]2)[CH:21]([C:22](=[O:23])[NH:24][N:25]([CH2:26][CH2:27][N:28]2[C:29](=[O:30])[c:31]3[cH:32][cH:33][cH:34][cH:35][c:36]3[C:37]2=[O:38])[S:39](=[O:40])(=[O:41])[CH3:42])[CH2:43][CH:44]([CH3:45])[CH3:46])[CH2:3][CH2:4][CH2:5][CH2:6]1.[OH2:47]>>[O:1]1[CH:2]([O:7][NH:8][C:9](=[O:10])[CH:11]([CH2:12][CH:13]=[CH:14][c:15]2[cH:16][cH:17][cH:18][cH:19][cH:20]2)[CH:21]([C:22](=[O:23])[NH:24][N:25]([CH2:26][CH2:27][NH2:28])[S:39](=[O:40])(=[O:41])[CH3:42])[CH2:43][CH:44]([CH3:45])[CH3:46])[CH2:3][CH2:4][CH2:5][CH2:6]1. Starting materials: C(C)(C)N1C(NC(NC1=O)SC)=O (1-Isopropyl-4-methylthiotetrahydro-1,3,5-triazine-2,6-dione), C(C)(=O)O.C1(CC1)N (cyclopropylamine acetate). The solvent is O (water). Reaction conditions: temperature 150 celsius, time 3 hour. The product is C(C)(C)N1C(NC(NC1=O)NC1CC1)=O (1-isopropyl-4-cyclopropylaminotetrahydro-1,3,5-triazine-2,6-dione). Reaction SMILES: [CH:1]([N:4]1[C:9](=[O:10])[NH:8][CH:7](SC)[NH:6][C:5]1=[O:13])([CH3:3])[CH3:2].C(O)(=O)C.[CH:18]1([NH2:21])[CH2:20][CH2:19]1>O>[CH:1]([N:4]1[C:9](=[O:10])[NH:8][CH:7]([NH:21][CH:18]2[CH2:20][CH2:19]2)[NH:6][C:5]1=[O:13])([CH3:3])[CH3:2] |f:1.2|. Procedure details: 1-Isopropyl-4-methylthiotetrahydro-1,3,5-triazine-2,6-dione (6.0 g.) (obtained as described in U.K. patent specification No. 1,435,585) and cyclopropylamine acetate (17.85 g.) were heated together and stirred at 150° C. for 3 hours. The mixture was then cooled and water (150 ml.) was added. The white solid which formed was collected, washed with water and dried to give 1-isopropyl-4-cyclopropylaminotetrahydro-1,3,5-triazine-2,6-dione, m.p. 237°-239° C. The reactants are CC1(CCC=C(C1)C(CCCCC=O)=O)C (6-(5,5-dimethylcyclohex-1-en-1-yl)-6-oxohexanal), (ethylenediamine)[1,2-bis(diphenylphosphino)ethane]ruthenium (bispivalate). Run in C1(=CC=CC=C1)C (toluene). Conditions: temperature 100 celsius. Product: CC1(CCC=C(C1)C(CCCCCO)=O)C (1-(5,5-dimethylcyclohex-1-en-1-yl)-6-hydroxyhexan-1-one). RXN SMILES: [CH3:1][C:2]1([CH3:16])[CH2:7][C:6]([C:8](=[O:15])[CH2:9][CH2:10][CH2:11][CH2:12][CH:13]=[O:14])=[CH:5][CH2:4][CH2:3]1>C1(C)C=CC=CC=1>[CH3:1][C:2]1([CH3:16])[CH2:7][C:6]([C:8](=[O:15])[CH2:9][CH2:10][CH2:11][CH2:12][CH2:13][OH:14])=[CH:5][CH2:4][CH2:3]1. Reported procedure: 6-(5,5-dimethylcyclohex-1-en-1-yl)-6-oxohexanal (6.67 g, 0.03 mol.), toluene (20 g, 300 wt. %) and (ethylenediamine)[1,2-bis(diphenylphosphino)ethane]ruthenium (bispivalate) (2.3 mg, 0.003 mmol, 0.01 mol.%) were loaded altogether in a 125 ml autoclave equipped with a mechanical stirring device. Sealed autoclave was then purged under stirring with nitrogen (3 times 5 bars) and hydrogen (3 times 5 bars) before being pressurized to 50 bars hydrogen. It was then heated to 100° C. and hydrogen pressu...